From a dataset of the Open Reaction Database (ORD), a public repository of structured organic reaction records. describe an organic reaction: reactants, conditions, products, and yield Starting materials: COC=1C=C(C[C@@H]2N(CCC2)C(C(F)(F)F)=O)C=CC1OC ((R)-2-(3,4-dimethoxybenzyl)-1-trifluoroacetylpyrrolidine), Cl (HCl). Solvent: C(C)(C)O (isopropyl alcohol). Run at time 24 hour. Product: COC=1C=C(C[C@@H]2NCCC2)C=CC1OC ((R)-2-(3,4-dimethoxybenzyl)pyrrolidine). Yield: 113.0%. Reaction SMILES: [CH3:1][O:2][C:3]1[CH:4]=[C:5]([CH:18]=[CH:19][C:20]=1[O:21][CH3:22])[CH2:6][C@H:7]1[CH2:11][CH2:10][CH2:9][N:8]1C(=O)C(F)(F)F.Cl>C(O)(C)C>[CH3:1][O:2][C:3]1[CH:4]=[C:5]([CH:18]=[CH:19][C:20]=1[O:21][CH3:22])[CH2:6][C@H:7]1[CH2:11][CH2:10][CH2:9][NH:8]1. Procedure details: To a solution of (R)-2-(3,4-dimethoxybenzyl)-1-trifluoroacetylpyrrolidine (3.2 g, 0.010 mol) in 50 mL isopropyl alcohol was added 15 mL of 12.5M HCl. The mixture was then heated under reflux until all starting material had disappeared, approximately 24 hours. The solvent was removed in vacuo to give an oil which could be recrystallized from isopropyl alcohol/ether, giving 2.5 g of (R)-2-(3,4-dimethoxybenzyl)pyrrolidine (97% yield), as needles, m.p. 165°-167° C. Starting materials: Cl, O=S(=O)(Cl)C(F)(F)F, O=C1OC(Cn2ccnn2)CN1c1ccc(C2=CCNCC2)c(F)c1. The product is O=C1OC(Cn2ccnn2)CN1c1ccc(C2=CCN(S(=O)(=O)C(F)(F)F)CC2)c(F)c1. As a reaction SMILES: [ClH:1].[F:27][C:28]([S:29](=[O:30])(=[O:31])[Cl:32])([F:33])[F:34].[NH:2]1[CH2:3][CH:4]=[C:5]([c:8]2[c:9]([F:26])[cH:10][c:11]([N:14]3[C:15](=[O:25])[O:16][CH:17]([CH2:19][n:20]4[n:21][n:22][cH:23][cH:24]4)[CH2:18]3)[cH:12][cH:13]2)[CH2:6][CH2:7]1>>[N:2]1([S:29]([C:28]([F:27])([F:33])[F:34])(=[O:30])=[O:31])[CH2:3][CH:4]=[C:5]([c:8]2[c:9]([F:26])[cH:10][c:11]([N:14]3[C:15](=[O:25])[O:16][CH:17]([CH2:19][n:20]4[n:21][n:22][cH:23][cH:24]4)[CH2:18]3)[cH:12][cH:13]2)[CH2:6][CH2:7]1. Starting materials: O=C(NCCc1ccc(O)cc1)c1cccnc1, CC(C)(C)C(=O)Cl, ClC(Cl)Cl. The product is CC(C)(C)C(=O)Oc1ccc(CCNC(=O)c2cccnc2)cc1. Reaction SMILES: [C:1]([c:2]1[cH:3][n:4][cH:5][cH:6][cH:7]1)(=[O:8])[NH:9][CH2:10][CH2:11][c:12]1[cH:13][cH:14][c:15]([OH:18])[cH:16][cH:17]1.[CH3:19][C:20]([C:21](=[O:22])[Cl:23])([CH3:24])[CH3:25].[CH:26]([Cl:27])([Cl:28])[Cl:29]>>[C:1]([c:2]1[cH:3][n:4][cH:5][cH:6][cH:7]1)(=[O:8])[NH:9][CH2:10][CH2:11][c:12]1[cH:13][cH:14][c:15]([O:18][C:21]([C:20]([CH3:19])([CH3:24])[CH3:25])=[O:22])[cH:16][cH:17]1. Starting materials: NC1=C(C=C(C(=O)OC)C=C1)O (methyl 4-amino-3-hydroxybenzoate), BrNC(CCC(=O)N)=O (N-bromosuccinamide). Run in ClCCl (dichloromethane), CN(C=O)C (N,N-dimethylformamide). Run at time 15 minute. The product is NC1=C(C=C(C(=O)OC)C=C1O)Br (Methyl 4-amino-3-bromo-5-hydroxybenzoate). Isolated yield 32.5%. RXN SMILES: [NH2:1][C:2]1[CH:11]=[CH:10][C:5]([C:6]([O:8][CH3:9])=[O:7])=[CH:4][C:3]=1[OH:12].[Br:13]NC(=O)CCC(N)=O>ClCCl.CN(C)C=O>[NH2:1][C:2]1[C:3]([OH:12])=[CH:4][C:5]([C:6]([O:8][CH3:9])=[O:7])=[CH:10][C:11]=1[Br:13]. Reported procedure: To a solution of methyl 4-amino-3-hydroxybenzoate (2.5 g, 15.0 mmol) in dichloromethane (71 mL) and N,N-dimethylformamide (3.6 mL) was added N-bromosuccinamide (2.93 g, 16.5 mmol). The mixture was stirred at ambient temperature. After 15 min, the mixture was quenched with sat. sodium sulfite. Hydrochloric acid (1.0 M) was added and the mixture was extracted with dichloromethane (3×). The combined organic layer was washed with brine, dried over magnesium sulfate, filtered and concentrated. Purifi... Reaction SMILES: [CH2:1]([c:2]1[cH:3][cH:4][cH:5][cH:6][cH:7]1)[O:8][c:9]1[cH:10][cH:11][c:12](-[c:15]2[cH:16][n:17](-[c:25]3[cH:26][cH:27][c:28]([O:31][CH2:32][CH2:33][Cl:34])[cH:29][cH:30]3)[c:18]3[n:19][cH:20][n:21][c:22]([NH2:24])[c:23]23)[cH:13][cH:14]1.[Na:40].[O:42]=[CH:43][N:44]([CH3:45])[CH3:46].[OH2:41].[nH:35]1[cH:36][n:37][cH:38][cH:39]1>>[CH2:1]([c:2]1[cH:3][cH:4][cH:5][cH:6][cH:7]1)[O:8][c:9]1[cH:10][cH:11][c:12](-[c:15]2[cH:16][n:17](-[c:25]3[cH:26][cH:27][c:28]([O:31][CH2:32][CH2:33][n:35]4[cH:36][n:37][cH:38][cH:39]4)[cH:29][cH:30]3)[c:18]3[n:19][cH:20][n:21][c:22]([NH2:24])[c:23]23)[cH:13][cH:14]1. Starting materials: Nc1ncnc2c1c(-c1ccc(OCc3ccccc3)cc1)cn2-c1ccc(OCCCl)cc1, [Na], CN(C)C=O, O, c1c[nH]cn1. The product is Nc1ncnc2c1c(-c1ccc(OCc3ccccc3)cc1)cn2-c1ccc(OCCn2ccnc2)cc1.